Task: describe an organic reaction: reactants, conditions, products, and yield. Dataset: the Open Reaction Database (ORD), a public repository of structured organic reaction records Reactants: BrC1=C(C=C(C=C1)C1OCC(CO1)CC[C@@H]1CC[C@H](CC1)CCCC)F (2-(4'-bromo-3'-fluorophenyl)-5-[2'-(trans-4"-butylcyclohexyl)ethyl]-1,3-dioxane), C(#N)[Cu] (CuCN), ice water. Run in CN1CCCC1=O (NMP). The product is C(#N)C1=C(C=C(C=C1)[C@@H]1OC[C@H](CO1)CC[C@@H]1CC[C@H](CC1)CCCC)F (trans-2-(4'-cyano-3'fluorophenyl)-5-[2'-(trans-4"-butylcyclohexyl)ethyl]-1,3-dioxane). The yield is 40.0%. RXN SMILES: Br[C:2]1[CH:7]=[CH:6][C:5]([CH:8]2[O:13][CH2:12][CH:11]([CH2:14][CH2:15][C@H:16]3[CH2:21][CH2:20][C@H:19]([CH2:22][CH2:23][CH2:24][CH3:25])[CH2:18][CH2:17]3)[CH2:10][O:9]2)=[CH:4][C:3]=1[F:26].[C:27]([Cu])#[N:28]>CN1C(=O)CCC1>[C:27]([C:2]1[CH:7]=[CH:6][C:5]([C@H:8]2[O:13][CH2:12][C@H:11]([CH2:14][CH2:15][C@H:16]3[CH2:21][CH2:20][C@H:19]([CH2:22][CH2:23][CH2:24][CH3:25])[CH2:18][CH2:17]3)[CH2:10][O:9]2)=[CH:4][C:3]=1[F:26])#[N:28]. Procedure: 8.4 g (0.02 mol) of 2-(4'-bromo-3'-fluorophenyl)-5-[2'-(trans-4"-butylcyclohexyl)ethyl]-1,3-dioxane and 2.7 g (0.03 mol) of CuCN were refluxed in 100 cm3 of NMP for 2 hours. The product was cooled to room temperature and 4 cm3 of EDA was added. The solution was poured into 100 cm3 of ice water, extracted with hexane, and washed with an aqueous solution of EDA and water. The hexane was distilled off. The residue was treated through a silica gel column with chloroform as the solvent and the chloro... Starting materials: Cc1ccccc1, CC(O)c1ccccc1, O=C1CCCCC1. The product is CC(=O)c1ccccc1. As a reaction SMILES: [CH3:17][c:18]1[cH:19][cH:20][cH:21][cH:22][cH:23]1.[CH3:1][CH:2]([OH:3])[c:4]1[cH:5][cH:6][cH:7][cH:8][cH:9]1.[O:10]=[C:11]1[CH2:12][CH2:13][CH2:14][CH2:15][CH2:16]1>>[CH3:1][C:2](=[O:3])[c:4]1[cH:5][cH:6][cH:7][cH:8][cH:9]1. The reactants are O (water), BrCCCO (3-bromo-1-propanol), C(=O)([O-])[O-].[K+].[K+] (K2CO3), Cl.C(C)(=O)NC=1C=C(C=CC1)C1CCNCC1 (4-(3-acetylaminophenyl)piperidine hydrochloride). The solvent is CN(C=O)C (N,N-dimethylformamide). Product: C(C)(=O)NC=1C=C(C=CC1)C1CCN(CC1)CCCO (3-[4-(3-acetylaminophenyl)piperidin-1-yl]propan-1-ol). Isolated yield 83.5%. RXN SMILES: Cl.[C:2]([NH:5][C:6]1[CH:7]=[C:8]([CH:12]2[CH2:17][CH2:16][NH:15][CH2:14][CH2:13]2)[CH:9]=[CH:10][CH:11]=1)(=[O:4])[CH3:3].Br[CH2:19][CH2:20][CH2:21][OH:22].C([O-])([O-])=O.[K+].[K+].O>CN(C)C=O>[C:2]([NH:5][C:6]1[CH:7]=[C:8]([CH:12]2[CH2:13][CH2:14][N:15]([CH2:19][CH2:20][CH2:21][OH:22])[CH2:16][CH2:17]2)[CH:9]=[CH:10][CH:11]=1)(=[O:4])[CH3:3] |f:0.1,3.4.5|. Procedure: 5.3 g (20.8 mmol) of 4-(3-acetylaminophenyl)piperidine hydrochloride was dissolved in 50 ml of N,N-dimethylformamide, and then 3.8 g (27.0 mmol) of 3-bromo-1-propanol and 8.6 g (62 mmol) of K2CO3 were added to the resulting solution, followed by treating the mixture at 60° C. for 5 hours. The reaction mixture was combined with 150 ml of water and extracted with ethylacetate (100 ml×5), and then the combined organic layer was dried over anhydrous sodium sulfate, and filtered. The solvent was remo... Starting materials: COC(CC1=C(C=CC=C1)[N+](=O)[O-])=O ((2-nitro-phenyl)-acetic acid methyl ester), C([O-])([O-])=O.[K+].[K+] (potassium carbonate), C1COCCOCCOCCOCCOCCO1 (18-crown-6), [I-].[K+] (potassium iodide), ClCC(C)=O (chloroacetone). Solvent: C(C)#N (acetonitrile). Conditions: temperature 70 celsius, time 19 hour. Yields the product COC(C(CC(C)=O)C1=C(C=CC=C1)[N+](=O)[O-])=O (2-(2-nitro-phenyl)4-oxo-pentanoic acid methyl ester). Yield: 51.0%. As a reaction SMILES: [CH3:1][O:2][C:3](=[O:14])[CH2:4][C:5]1[CH:10]=[CH:9][CH:8]=[CH:7][C:6]=1[N+:11]([O-:13])=[O:12].C(=O)([O-])[O-].[K+].[K+].C1OCCOCCOCCOCCOCCOC1.[I-].[K+].Cl[CH2:42][C:43](=[O:45])[CH3:44]>C(#N)C>[CH3:1][O:2][C:3](=[O:14])[CH:4]([C:5]1[CH:10]=[CH:9][CH:8]=[CH:7][C:6]=1[N+:11]([O-:13])=[O:12])[CH2:42][C:43](=[O:45])[CH3:44] |f:1.2.3,5.6|. Reported procedure: A three-neck round bottom flask with magnetic stirrer was charged with crude (2-nitro-phenyl)-acetic acid methyl ester (7.23 g, 37.0 mmol), potassium carbonate (46.1 g, 33.3 mmol), 18-crown-6 (0.650 g), and potassium iodide (0.650 g) under an argon atmosphere. To the flask was added acetonitrile (80 mL) and the mixture heated at 70° C. for one hour. To the reaction was added chloroacetone (3.50 mL, 44.0 mmol) and the reaction stirred at 70° C. under argon for 18-20 hours. The reaction was cooled... Reactants: BrC1=CC=C(C=C1)Br (1,4-dibromobenzene), C(CCC)[Li] (n-butyllithium), C(C=C)[Si](C)(C)Cl (allylchlorodimethylsilane), C11H15BrSi. The solvent is C1CCOC1 (THF), C1CCOC1 (THF). Run at temperature -78 celsius, time 30 minute. The product is C(C=C)C1=C(C=C(C=C1)Br)[SiH](C)C (1-Allyldimethylsilyl-4-bromobenzene). RXN SMILES: Br[C:2]1[CH:7]=[CH:6][C:5]([Br:8])=[CH:4][CH:3]=1.[CH2:9]([Li])[CH2:10][CH2:11]C.[CH2:14]([Si:17](Cl)(C)[CH3:18])C=C>C1COCC1>[CH2:9]([C:2]1[CH:7]=[CH:6][C:5]([Br:8])=[CH:4][C:3]=1[SiH:17]([CH3:18])[CH3:14])[CH:10]=[CH2:11]. Procedure: To a solution 1,4-dibromobenzene (28.3 g, 120 mmol) in dried THF (300 mL) at −78° C. was added n-butyllithium (40.0 mL, 2.5 M solution in hexanes, 100 mmol) over a period of 20 min. After 30 min of further stirring at −78° C., allylchlorodimethylsilane (13.5 g, 100 mmol) in THF (50 mL) was added dropwise over a period of 20 min, and the reaction mixture was warmed to room temperature. After stirring for 1 h at room temperature the reaction mixture was concentrated, and the residue was extracted ... Starting materials: CCS(=O)(=O)c1ccc(S(=O)(=O)CC)nc1, C1CCOC1, CC(C)(C)[O-], CS(C)=O, Oc1ccc(Cl)c(Cl)c1, [K+]. The product is CCS(=O)(=O)c1ccc(Oc2ccc(Cl)c(Cl)c2)nc1. RXN SMILES: [CH2:16]([S:17](=[O:18])(=[O:19])[c:21]1[n:22][cH:23][c:24]([S:27](=[O:28])(=[O:29])[CH2:30][CH3:31])[cH:25][cH:26]1)[CH3:20].[CH2:32]1[O:33][CH2:34][CH2:35][CH2:36]1.[CH3:1][C:2]([CH3:3])([O-:4])[CH3:5].[CH3:37][S:38]([CH3:39])=[O:40].[Cl:7][c:8]1[cH:9][c:10]([OH:15])[cH:11][cH:12][c:13]1[Cl:14].[K+:6]>>[Cl:7][c:8]1[cH:9][c:10]([O:15][c:21]2[n:22][cH:23][c:24]([S:27](=[O:28])(=[O:29])[CH2:30][CH3:31])[cH:25][cH:26]2)[cH:11][cH:12][c:13]1[Cl:14]. Starting materials: COC=1C=C(C(=O)OC)C=CN1 (methyl 2-methoxyisonicotinate). Solvent: C1CCOC1 (THF). Conditions: temperature 70 celsius, time 18 hour. The product is COC1=NC=CC(=C1)CO ((2-methoxy-4-pyridinyl)methanol). Yield: 79.4%. As a reaction SMILES: [CH3:1][O:2][C:3]1[CH:4]=[C:5]([CH:10]=[CH:11][N:12]=1)[C:6](OC)=[O:7]>C1COCC1>[CH3:1][O:2][C:3]1[CH:4]=[C:5]([CH2:6][OH:7])[CH:10]=[CH:11][N:12]=1. Procedure details: To a 100-mL round-bottomed flask was added methyl 2-methoxyisonicotinate (2.04 mL, 14.12 mmol, Aldrich, St. Louis, Mo.) and borane methyl sulfide complex (4.02 mL, 42.4 mmol, Aldrich, St. Louis, Mo.) in THF (30 mL). The reaction mixture was stirred at 70° C. for 18 h, cooled to 0° C. and quenched by the addition of MeOH (5 mL), followed by 1N NaOH (20 mL). The reaction mixture was extracted with EtOAc (2×50 mL), the organic extract was washed with saturated NaCl (20 mL) and dried over Na2SO4. Th... As a reaction SMILES: [C:20](=[O:21])([O-:22])[O-:23].[C:31]([O-:32])(=[O:33])[CH3:34].[C:36]([O-:37])(=[O:38])[CH3:39].[CH2:26]1[CH2:27][CH2:28][CH2:29][O:30]1.[Cl:1][c:2]1[cH:3][cH:4][c:5]2[c:6]([n:19]1)[N:7]([C:12](=[O:13])[O:14][C:15]([CH3:16])([CH3:17])[CH3:18])[CH2:8][CH2:9][CH2:10][CH2:11]2.[K+:24].[K+:25].[Pd+2:35]>>[c:2]1([CH2:27][CH2:28][CH:29]=[O:30])[cH:3][cH:4][c:5]2[c:6]([n:19]1)[N:7]([C:12](=[O:13])[O:14][C:15]([CH3:16])([CH3:17])[CH3:18])[CH2:8][CH2:9][CH2:10][CH2:11]2. Starting materials: O=C([O-])[O-], CC(=O)[O-], CC(=O)[O-], C1CCOC1, CC(C)(C)OC(=O)N1CCCCc2ccc(Cl)nc21, [K+], [K+], [Pd+2]. Product: CC(C)(C)OC(=O)N1CCCCc2ccc(CCC=O)nc21. The reactants are ( 309.9851 ), IC1=CC=C(C=C1)O (4-iodophenol), C([O-])([O-])=O.[K+].[K+] (potassium carbonate), C(C1=CC=CC=C1)Br (benzylbromide). Solvent: CN(C=O)C (dimethylformamide), CN(C=O)C (DMF). Reaction conditions: temperature 65 celsius, time 20 hour. The product is C(C1=CC=CC=C1)OC1=CC=C(C=C1)I (4-(Benzoxy)iodobenzene). RXN SMILES: [I:1][C:2]1[CH:7]=[CH:6][C:5]([OH:8])=[CH:4][CH:3]=1.C(=O)([O-])[O-].[K+].[K+].[CH2:15](Br)[C:16]1[CH:21]=[CH:20][CH:19]=[CH:18][CH:17]=1>CN(C)C=O>[CH2:15]([O:8][C:5]1[CH:6]=[CH:7][C:2]([I:1])=[CH:3][CH:4]=1)[C:16]1[CH:21]=[CH:20][CH:19]=[CH:18][CH:17]=1 |f:1.2.3|. Procedure details: To a 500 mL 3-necked flask equipped with reflux condenser, addition funnel, nitrogen inlet and magnetic stirring was added 50.0 g (0.277 mol, 1.0 eq.) 4-iodophenol (Aldrich), 37.69 g (0.2727 mol, 1.2 eq.) potassium carbonate (Fischer) and 250 mL dimethylformamide (DMF) and the mixture was heated to 65° C. for 20 minutes. To the addition funnel was added 48.61 g (0.284 mol., 1.25 eq) benzylbromide (Aldrich) and 50 mL DMF. The heat was turned off and the contents of the addition funnel were added ... Reactants: N=C(c1ccccc1)c1ccccc1, CC(C)(C)[O-], Cc1ccccc1, COc1cc(-c2cnc3[nH]c(=O)n(Cc4ccc(Cl)cc4)c3n2)cc(OC)c1OC, [Na+], O. Yields the product COc1cc(-c2cnc3[nH]c(=O)n(Cc4ccc(N=C(c5ccccc5)c5ccccc5)cc4)c3n2)cc(OC)c1OC. Reaction SMILES: [C:31]([c:32]1[cH:33][cH:34][cH:35][cH:36][cH:37]1)([c:38]1[cH:39][cH:40][cH:41][cH:42][cH:43]1)=[NH:44].[CH3:45][C:46]([CH3:47])([O-:48])[CH3:49].[CH3:51][c:52]1[cH:53][cH:54][cH:55][cH:56][cH:57]1.[Cl:1][c:2]1[cH:3][cH:4][c:5]([CH2:6][n:7]2[c:8](=[O:28])[nH:9][c:10]3[c:11]2[n:12][c:13](-[c:16]2[cH:17][c:18]([O:26][CH3:27])[c:19]([O:24][CH3:25])[c:20]([O:22][CH3:23])[cH:21]2)[cH:14][n:15]3)[cH:29][cH:30]1.[Na+:50].[OH2:58]>>[c:2]1([N:44]=[C:31]([c:32]2[cH:33][cH:34][cH:35][cH:36][cH:37]2)[c:38]2[cH:39][cH:40][cH:41][cH:42][cH:43]2)[cH:3][cH:4][c:5]([CH2:6][n:7]2[c:8](=[O:28])[nH:9][c:10]3[c:11]2[n:12][c:13](-[c:16]2[cH:17][c:18]([O:26][CH3:27])[c:19]([O:24][CH3:25])[c:20]([O:22][CH3:23])[cH:21]2)[cH:14][n:15]3)[cH:29][cH:30]1.